This data is from the Open Reaction Database (ORD), a public repository of structured organic reaction records. The task is: describe an organic reaction: reactants, conditions, products, and yield The reactants are ClCCCl, O=CN(CC(CC1CCCC1)C(=O)O)OCc1ccccc1, CC(C)Nc1nc(Cl)nc(NN)c1F, CN(C)C=O, On1nnc2cccnc21. Yields the product CC(C)Nc1nc(Cl)nc(NNC(=O)C(CC2CCCC2)CN(C=O)OCc2ccccc2)c1F. RXN SMILES: [CH2:37]([Cl:38])[CH2:39][Cl:40].[CH:1]1([CH2:6][CH:7]([C:8](=[O:9])[OH:10])[CH2:11][N:12]([O:13][CH2:14][c:15]2[cH:16][cH:17][cH:18][cH:19][cH:20]2)[CH:21]=[O:22])[CH2:2][CH2:3][CH2:4][CH2:5]1.[Cl:23][c:24]1[n:25][c:26]([NH:35][NH2:36])[c:27]([F:34])[c:28]([NH:30][CH:31]([CH3:32])[CH3:33])[n:29]1.[O:51]=[CH:52][N:53]([CH3:54])[CH3:55].[OH:41][n:42]1[c:43]2[n:44][cH:45][cH:46][cH:47][c:48]2[n:49][n:50]1>>[CH:1]1([CH2:6][CH:7]([C:8](=[O:10])[NH:36][NH:35][c:26]2[n:25][c:24]([Cl:23])[n:29][c:28]([NH:30][CH:31]([CH3:32])[CH3:33])[c:27]2[F:34])[CH2:11][N:12]([O:13][CH2:14][c:15]2[cH:16][cH:17][cH:18][cH:19][cH:20]2)[CH:21]=[O:22])[CH2:2][CH2:3][CH2:4][CH2:5]1.